Dataset: the Open Reaction Database (ORD), a public repository of structured organic reaction records. Task: describe an organic reaction: reactants, conditions, products, and yield Reactants: ClC1=CC=C(C=O)C=C1 (4-chlorobenzaldehyde), C(CC)=O (propionaldehyde). Yields the product ClC1=CC=C(C=C1)C=C(C=O)C (3-(4-chlorophenyl)-2-methylpropenal), C(C=C)=O (propenal). RXN SMILES: [Cl:1][C:2]1[CH:9]=[CH:8][C:5]([CH:6]=[O:7])=[CH:4][CH:3]=1.[CH:10](=[O:13])[CH2:11][CH3:12]>>[Cl:1][C:2]1[CH:9]=[CH:8][C:5]([CH:6]=[C:11]([CH3:12])[CH:10]=[O:13])=[CH:4][CH:3]=1.[CH:6](=[O:7])[CH:5]=[CH2:4]. Reported procedure: aldol condensation of 4-chlorobenzaldehyde and propionaldehyde to produce 3-(4-chlorophenyl)-2-methylpropenal as a propenal derivative,